This data is from the Open Reaction Database (ORD), a public repository of structured organic reaction records. The task is: describe an organic reaction: reactants, conditions, products, and yield Starting materials: Br.CO[C@H]1[C@@H](NCCC1)CC(C)=O (trans 1-(3-methoxy-2-piperidyl)-2-propanone hydrobromide), Br (hydrobromic acid). Yields the product Br.BrCC(C[C@@H]1NCCC[C@H]1OC)=O (trans 3-bromo-1-(3-methoxy-2-piperidyl)-2-propanone hydrobromide). Reaction SMILES: [BrH:1].[CH3:2][O:3][C@@H:4]1[CH2:9][CH2:8][CH2:7][NH:6][C@H:5]1[CH2:10][C:11](=[O:13])[CH3:12].Br>>[BrH:1].[Br:1][CH2:12][C:11](=[O:13])[CH2:10][C@H:5]1[C@H:4]([O:3][CH3:2])[CH2:9][CH2:8][CH2:7][NH:6]1 |f:0.1,3.4|. Reported procedure: The said known procedure comprises reacting trans 1-(3-methoxy-2-piperidyl)-2-propanone hydrobromide with hydrobromic acid as in U.S. Pat. No. 2,775,597 to form the trans 3-bromo-1-(3-methoxy-2-piperidyl)-2-propanone hydrobromide, reacting the latter with allyl chloroformate as indicated in J. Org. Chem., Vol. 20 (1955), p. 118-142 to block the nitrogen atom of the piperidine with allyloxycarbonyl by forming 1-allyloxycarbonyl-2-(ω-bromoacetonyl)-3-methoxypiperidine, condensing the latter with 6...